This data is from the Open Reaction Database (ORD), a public repository of structured organic reaction records. The task is: describe an organic reaction: reactants, conditions, products, and yield Reactants: CO (MeOH), C(C(C)C)O (i-BuOH), C(CCC)OCCCC (di-1-butyl ether), C(C(C)C)O (i-BuOH). Product: C(C(=C)C)(=O)OCC(C)C (i-butyl methacrylate). As a reaction SMILES: [CH3:1]O.C([O:7][CH2:8][CH2:9][CH2:10]C)CCC.[CH2:12]([OH:16])[CH:13]([CH3:15])[CH3:14]>>[C:12]([O:7][CH2:8][CH:9]([CH3:10])[CH3:1])(=[O:16])[C:13]([CH3:15])=[CH2:14]. Reported procedure: The resulting reactor effluent of 6.9 kg/h had the following composition: 67.3% by weight of i-BuMA, 12.0% by weight of i-BuOH, 19.4% by weight of MMA, 0.8% by weight of MeOH and 0.5% by weight of by-products. The space-time yield of the reactor based on i-BuMA was therefore 516 kg/h/m3. Owing to virtually complete removal of low-boiling components relative to i-BuMA, the bottom effluent of the low boiler distillation column was a crude ester (5.0 kg/h) which already contained >99.5% by weight o...